This data is from the Open Reaction Database (ORD), a public repository of structured organic reaction records. The task is: describe an organic reaction: reactants, conditions, products, and yield Starting materials: C(C)(C)(C)OC(=O)N1CCC(CC1)(C(=O)OC)CN1C(CN(CC1)S(=O)(=O)C=1COC2=C(C1)C=CC(=C2)Cl)=O (1-[1-(tert-butoxycarbonyl)-4-methoxycarbonylpiperidin-4-ylmethyl]-4-(7-chloro-2H-benzopyran-3-sulfonyl)-2-piperazinone), Cl (hydrochloric acid). Run in C(C)(=O)OCC (ethyl acetate), CO (methanol). Conditions: time 30 minute. Product: Cl.ClC1=CC2=C(C=C(CO2)S(=O)(=O)N2CC(N(CC2)CC2(CCNCC2)C(=O)OC)=O)C=C1 (4-(7-chloro-2H-benzopyran-3-sulfonyl)-1-(4-methoxycarbonylpiperidin-4-ylmethyl)-2-piperazinone hydrochloride). Yield: 196.8%. RXN SMILES: C(OC([N:8]1[CH2:13][CH2:12][C:11]([CH2:18][N:19]2[CH2:24][CH2:23][N:22]([S:25]([C:28]3[CH2:29][O:30][C:31]4[CH:37]=[C:36]([Cl:38])[CH:35]=[CH:34][C:32]=4[CH:33]=3)(=[O:27])=[O:26])[CH2:21][C:20]2=[O:39])([C:14]([O:16][CH3:17])=[O:15])[CH2:10][CH2:9]1)=O)(C)(C)C.Cl>C(OCC)(=O)C.CO>[ClH:38].[Cl:38][C:36]1[CH:35]=[CH:34][C:32]2[CH:33]=[C:28]([S:25]([N:22]3[CH2:23][CH2:24][N:19]([CH2:18][C:11]4([C:14]([O:16][CH3:17])=[O:15])[CH2:12][CH2:13][NH:8][CH2:9][CH2:10]4)[C:20](=[O:39])[CH2:21]3)(=[O:27])=[O:26])[CH2:29][O:30][C:31]=2[CH:37]=1 |f:4.5|. Procedure details: To 1-[1-(tert-butoxycarbonyl)-4-methoxycarbonylpiperidin-4-ylmethyl]-4-(7-chloro-2H-benzopyran-3-sulfonyl)-2-piperazinone (260 mg) was added 4N hydrochloric acid in ethyl acetate (10 ml) and methanol (4 ml), and the mixture was stirred at room temperature for 30 minutes. The reaction solution was concentrated to give colorless solid of 4-(7-chloro-2H-benzopyran-3-sulfonyl)-1-(4-methoxycarbonylpiperidin-4-ylmethyl)-2-piperazinone hydrochloride (228 mg). A solution of 4-(7-chloro-2H-benzopyran-3-s... The reactants are OCC1=NN(C(C2=CC=CC=C12)=O)C (4-hydroxymethyl-2-methyl-1(2H)-pthalazinone), Ice, FC1=CC=C(C=O)C=C1 (4-fluorobenzaldehyde), [H-].[Na+] (NaH). Run in CN(C)C=O (DMF). Reaction conditions: time 6 hour. Product: CN1C(C2=CC=CC=C2C(=N1)COC1=CC=C(C=O)C=C1)=O (4-[[2-Methyl-1-oxo-1,2-dihydro-phthalazin-4-yl]methoxy]benzaldehyde). Yield: 55.4%. Reaction SMILES: [OH:1][CH2:2][C:3]1[C:12]2[C:7](=[CH:8][CH:9]=[CH:10][CH:11]=2)[C:6](=[O:13])[N:5]([CH3:14])[N:4]=1.[H-].[Na+].F[C:18]1[CH:25]=[CH:24][C:21]([CH:22]=[O:23])=[CH:20][CH:19]=1>CN(C=O)C>[CH3:14][N:5]1[N:4]=[C:3]([CH2:2][O:1][C:18]2[CH:25]=[CH:24][C:21]([CH:22]=[O:23])=[CH:20][CH:19]=2)[C:12]2[C:7](=[CH:8][CH:9]=[CH:10][CH:11]=2)[C:6]1=[O:13] |f:1.2|. Reported procedure: ##STR29## To a stirred solution of 4-hydroxymethyl-2-methyl-1(2H)-pthalazinone (350 mg, 1.84 mmol) (prepared according to the procedure described in Chem. Pharm. Bull., 28 (1980) 2763) in dry DMF (30 mL) was added NaH (88 mg, 3.68 mmol) in portions over 30 min at 25-30° C., followed by 4-fluorobenzaldehyde (228 mg, 1.84 mmol) added dropwise, keeping the temperature between 0-15° C. The reaction mixture was stirred at room temperature further for 6 h. Ice (200 g) was added to the reaction mixture... Starting materials: [OH-].[K+] (potassium hydroxide), FC1=C2C=CNC2=CC=C1 (4-fluoro-1H-indole), CN1CCC(CC1)=O (1-methyl-4-piperidone). Solvent: CO (methanol). Run at time 28 hour. The product is FC1=C2C(=CNC2=CC=C1)C=1CCN(CC1)C (4-fluoro-3-(1-methyl-1,2,3,6-tetrahydropyridin-4-yl)-1H-indole). The yield is 68.7%. As a reaction SMILES: [OH-].[K+].[F:3][C:4]1[CH:12]=[CH:11][CH:10]=[C:9]2[C:5]=1[CH:6]=[CH:7][NH:8]2.[CH3:13][N:14]1[CH2:19][CH2:18][C:17](=O)[CH2:16][CH2:15]1>CO>[F:3][C:4]1[CH:12]=[CH:11][CH:10]=[C:9]2[C:5]=1[C:6]([C:17]1[CH2:18][CH2:19][N:14]([CH3:13])[CH2:15][CH:16]=1)=[CH:7][NH:8]2 |f:0.1|. Procedure: To a solution of 1.18 gm (21.0 mMol) potassium hydroxide in 10 mL methanol were added 1.00 gm (7.4 mMol) 4-fluoro-1H-indole and 1.82 mL (14.8 mMol) 1-methyl-4-piperidone. The reaction mixture was stirred for 28 hours at reflux and then was allowed to cool. The crystals which formed were filtered, washed with methanol and dried under vacuum at 60° C. to give 1.17 gm (69%) of the title compound. The reactants are Nc1ccc(OCc2ccccc2)cc1, COC(=O)c1cnc(Cl)c([N+](=O)[O-])c1, CO, CCN(C(C)C)C(C)C, Cl. Product: COC(=O)c1cnc(Nc2ccc(OCc3ccccc3)cc2)c([N+](=O)[O-])c1. Reaction SMILES: [CH2:16]([c:17]1[cH:18][cH:19][cH:20][cH:21][cH:22]1)[O:23][c:24]1[cH:25][cH:26][c:27]([NH2:28])[cH:29][cH:30]1.[CH3:1][O:2][C:3]([c:4]1[cH:5][n:6][c:7]([Cl:13])[c:8]([N+:10](=[O:11])[O-:12])[cH:9]1)=[O:14].[CH3:40][OH:41].[CH:31]([N:32]([CH2:33][CH3:34])[CH:35]([CH3:36])[CH3:37])([CH3:38])[CH3:39].[ClH:15]>>[CH3:1][O:2][C:3]([c:4]1[cH:5][n:6][c:7]([NH:28][c:27]2[cH:26][cH:25][c:24]([O:23][CH2:16][c:17]3[cH:18][cH:19][cH:20][cH:21][cH:22]3)[cH:30][cH:29]2)[c:8]([N+:10](=[O:11])[O-:12])[cH:9]1)=[O:14]. Starting materials: CCOC(C)=O, N#Cc1cc(NCc2ccccn2)n(-c2c(Cl)cc(C(F)(F)F)cc2Cl)n1, ClCCl, FC(F)SCl. Yields the product N#Cc1nn(-c2c(Cl)cc(C(F)(F)F)cc2Cl)c(NCc2ccccn2)c1SC(F)F. As a reaction SMILES: [CH3:36][CH2:37][O:38][C:39](=[O:40])[CH3:41].[Cl:1][c:2]1[c:3](-[n:13]2[n:14][c:15]([C:26]#[N:27])[cH:16][c:17]2[NH:18][CH2:19][c:20]2[n:21][cH:22][cH:23][cH:24][cH:25]2)[c:4]([Cl:12])[cH:5][c:6]([C:8]([F:9])([F:10])[F:11])[cH:7]1.[Cl:28][CH2:29][Cl:30].[F:31][CH:32]([S:33][Cl:34])[F:35]>>[Cl:1][c:2]1[c:3](-[n:13]2[n:14][c:15]([C:26]#[N:27])[c:16]([S:33][CH:32]([F:31])[F:35])[c:17]2[NH:18][CH2:19][c:20]2[n:21][cH:22][cH:23][cH:24][cH:25]2)[c:4]([Cl:12])[cH:5][c:6]([C:8]([F:9])([F:10])[F:11])[cH:7]1. Reactants: NC1=C(C=CC(=C1)OCC1=CC(=CC=C1)F)SC1=CC=C(C=C1)O (4-[2-Amino-4-(3-fluoro-benzyloxy)-phenylsulfanyl]-phenol), NC=1C=C(C=CC1SC1=CC=C(C=C1)O)O (3-Amino-4-(4-hydroxy-phenylsulfanyl)-phenol), C(#N)C=1C(=NC=CC1)N=CN(C)C (N′-(3-cyano-pyridin-2-yl)-N,N-dimethyl-formamidine), NC=1C=C(C=CC1SC1=CC=C(C=C1)O)O (3-Amino-4-(4-hydroxy-phenylsulfanyl)-phenol). Yields the product OC1=CC=C(C=C1)SC1=C(C=C(C=C1)O)NC=1C2=C(N=CN1)N=CC=C2 (4-(4-Hydroxy-phenylsulfanyl)-3-(pyrido[2,3-d]pyrimidin-4-ylamino)-phenol). Yield: 35.4%. Reaction SMILES: [NH2:1][C:2]1[CH:3]=[C:4]([OH:16])[CH:5]=[CH:6][C:7]=1[S:8][C:9]1[CH:14]=[CH:13][C:12]([OH:15])=[CH:11][CH:10]=1.C([C:19]1[C:20]([N:25]=[CH:26][N:27]([CH3:29])C)=[N:21][CH:22]=[CH:23][CH:24]=1)#N.NC1C=C(OCC2C=CC=C(F)C=2)C=CC=1SC1C=CC(O)=CC=1>>[OH:15][C:12]1[CH:13]=[CH:14][C:9]([S:8][C:7]2[CH:6]=[CH:5][C:4]([OH:16])=[CH:3][C:2]=2[NH:1][C:29]2[C:19]3[CH:24]=[CH:23][CH:22]=[N:21][C:20]=3[N:25]=[CH:26][N:27]=2)=[CH:10][CH:11]=1. Procedure: The product of Example 153B (380 mg, 1.63 mmol) was reacted with the product of Example 29A (284 mg, 1.63 mmol) using the procedure of Example 29E substituting the product of Example 153B for the product of Example 29D to provide a solid which was triturated with methanol to provide the title compound (209 mg, 35%). Starting materials: C(C)(=O)OCC (ethyl acetate), N1C=C(C2=CC=CC=C12)C#N (1H-indole-3-carbonitrile), C(C)OC(C1=CC(=CC=C1)I)=O (3-iodobenzoic acid ethyl ester), C([O-])([O-])=O.[Cs+].[Cs+] (cesium carbonate). Reagents/catalysts: [Cu](I)I (copper iodide). Run in CS(=O)C (dimethyl sulfoxide). Run at temperature 75 celsius, time 3 day. The product is C(C)OC(C1=CC(=CC=C1)N1C=C(C2=CC=CC=C12)C#N)=O (3-(3-Cyanoindol-1-yl)benzoic acid ethyl ester). The yield is 66.5%. RXN SMILES: [NH:1]1[C:9]2[C:4](=[CH:5][CH:6]=[CH:7][CH:8]=2)[C:3]([C:10]#[N:11])=[CH:2]1.[CH2:12]([O:14][C:15](=[O:23])[C:16]1[CH:21]=[CH:20][CH:19]=[C:18](I)[CH:17]=1)[CH3:13].C(=O)([O-])[O-].[Cs+].[Cs+].C(OCC)(=O)C>CS(C)=O.[Cu](I)I>[CH2:12]([O:14][C:15](=[O:23])[C:16]1[CH:21]=[CH:20][CH:19]=[C:18]([N:1]2[C:9]3[C:4](=[CH:5][CH:6]=[CH:7][CH:8]=3)[C:3]([C:10]#[N:11])=[CH:2]2)[CH:17]=1)[CH3:13] |f:2.3.4|. Procedure: To a solution of 1H-indole-3-carbonitrile (0.28 g) in dimethyl sulfoxide (3 mL) were added 3-iodobenzoic acid ethyl ester (0.61 g), cesium carbonate (0.65 g), copper iodide (0.038 g) and N,N-dimethyl grycine (0.041 g), this mixture was stirred at 75° C. for 3 days. To this reaction mixture was added ethyl acetate, the insoluble material was removed by filtration and this filtrate was concentrated under reduced pressure. To this residue was added water, the precipitated solid was collected by fil...